This data is from the Open Reaction Database (ORD), a public repository of structured organic reaction records. The task is: describe an organic reaction: reactants, conditions, products, and yield Reactants: COC(=O)C(c1cc(F)c(F)c(F)c1)S(=O)(=O)CCC(F)(F)F, Cl, O=S(=O)([O-])C(F)(F)F, Cc1cc(C)[n+](F)c(C)c1, [H-], [Na+], C1CCOC1. Yields the product COC(=O)C(F)(c1cc(F)c(F)c(F)c1)S(=O)(=O)CCC(F)(F)F. Reaction SMILES: [CH3:3][O:4][C:5]([CH:6]([S:7](=[O:8])(=[O:9])[CH2:10][CH2:11][C:12]([F:13])([F:14])[F:15])[c:16]1[cH:17][c:18]([F:24])[c:19]([F:23])[c:20]([F:22])[cH:21]1)=[O:25].[ClH:44].[F:26][C:27]([F:28])([F:29])[S:30]([O-:31])(=[O:32])=[O:33].[F:34][n+:35]1[c:36]([CH3:37])[cH:38][c:39]([CH3:40])[cH:41][c:42]1[CH3:43].[H-:1].[Na+:2].[O:45]1[CH2:46][CH2:47][CH2:48][CH2:49]1>>[CH3:3][O:4][C:5]([C:6]([S:7](=[O:8])(=[O:9])[CH2:10][CH2:11][C:12]([F:13])([F:14])[F:15])([c:16]1[cH:17][c:18]([F:24])[c:19]([F:23])[c:20]([F:22])[cH:21]1)[F:26])=[O:25]. Starting materials: C(C=C)S(=O)C1CC(N1C(C(=O)OCC1=CC=C(C=C1)[N+](=O)[O-])C(=S)OC1=CC=CC=C1)=O (4-nitrobenzyl 2-(4-allylsulphinylazetidin-2-on-1-yl)-3-phenoxy-3-thioxopropionate), C1(=CC=CC=C1)P(C1=CC=CC=C1)C1=CC=CC=C1 (triphenylphosphine). Solvent: O1CCOCC1 (dioxan). Yields the product O=C1CC2SC(=C(N12)C(=O)OCC1=CC=C(C=C1)[N+](=O)[O-])OC1=CC=CC=C1 (4-Nitrobenzyl 7-oxo-3-phenoxy-4-thia-1-azabicyclo[3,2,0]hept-2-ene-2-carboxylate). Yield: 17.7%. As a reaction SMILES: C(S([CH:6]1[N:9]([CH:10]([C:24]([O:26][C:27]2[CH:32]=[CH:31][CH:30]=[CH:29][CH:28]=2)=[S:25])[C:11]([O:13][CH2:14][C:15]2[CH:20]=[CH:19][C:18]([N+:21]([O-:23])=[O:22])=[CH:17][CH:16]=2)=[O:12])[C:8](=[O:33])[CH2:7]1)=O)C=C.C1(P(C2C=CC=CC=2)C2C=CC=CC=2)C=CC=CC=1>O1CCOCC1>[O:33]=[C:8]1[N:9]2[CH:6]([S:25][C:24]([O:26][C:27]3[CH:28]=[CH:29][CH:30]=[CH:31][CH:32]=3)=[C:10]2[C:11]([O:13][CH2:14][C:15]2[CH:16]=[CH:17][C:18]([N+:21]([O-:23])=[O:22])=[CH:19][CH:20]=2)=[O:12])[CH2:7]1. Reported procedure: A stirred solution of 97 mg of 4-nitrobenzyl 2-(4-allylsulphinylazetidin-2-on-1-yl)-3-phenoxy-3-thioxopropionate and 52 mg of triphenylphosphine in 2 ml of dry dioxan was heated under an argon atmosphere under reflux for 15 minutes. The mixture was then evaporated in vacuo to dryness; chromatography over silica gel afforded 14 mg of the title compound (18% theoretical yield). Starting materials: ClS(=O)(=O)O (chlorosulfonic acid), CC=1NC=CN1 (2-methylimidazole), C([O-])([O-])=O.[Na+].[Na+] (sodium carbonate). The solvent is S(=O)(Cl)Cl (thionyl chloride). Reaction conditions: temperature 150 celsius. Product: CC=1NC=C(N1)S(=O)(=O)Cl (2-Methyl-1H-imidazole-4-sulfonyl chloride). Isolated yield 40.0%. Reaction SMILES: [Cl:1][S:2]([OH:5])(=O)=[O:3].[CH3:6][C:7]1[NH:8][CH:9]=[CH:10][N:11]=1.C(=O)([O-])[O-].[Na+].[Na+]>S(Cl)(Cl)=O>[CH3:6][C:7]1[NH:8][CH:9]=[C:10]([S:2]([Cl:1])(=[O:5])=[O:3])[N:11]=1 |f:2.3.4|. Procedure details: Carefully add chlorosulfonic acid (30 mL) to neat 2-methylimidazole (5 g, 60.9 mmol). Heat the mixture at 150° C. for 3 h and cool to room temperature. Add thionyl chloride (10 mL), heat at 100° C. for 3 h and cool to room temperature. Carefully pour the mixture into ice. Slowly add solid sodium carbonate to neutralize the solution. Filter the precipitate formed and wash with water. Dry the solid under high vacuum overnight at 45° C. to give the desired intermediate (4.38 g, 40%). MS (ES+) m/z: ...